This data is from the Open Reaction Database (ORD), a public repository of structured organic reaction records. The task is: describe an organic reaction: reactants, conditions, products, and yield Reactants: Cc1cc(C)c(N)c(C)c1, COc1ccc(S(=O)(=O)c2ccc(C)nc2Cl)cc1, OCCO. Yields the product COc1ccc(S(=O)(=O)c2ccc(C)nc2Nc2c(C)cc(C)cc2C)cc1. RXN SMILES: [CH3:20][c:21]1[c:22]([NH2:23])[c:24]([CH3:29])[cH:25][c:26]([CH3:28])[cH:27]1.[Cl:1][c:2]1[n:3][c:4]([CH3:19])[cH:5][cH:6][c:7]1[S:8](=[O:9])(=[O:10])[c:11]1[cH:12][cH:13][c:14]([O:17][CH3:18])[cH:15][cH:16]1.[OH:30][CH2:31][CH2:32][OH:33]>>[c:2]1([NH:23][c:22]2[c:21]([CH3:20])[cH:27][c:26]([CH3:28])[cH:25][c:24]2[CH3:29])[n:3][c:4]([CH3:19])[cH:5][cH:6][c:7]1[S:8](=[O:9])(=[O:10])[c:11]1[cH:12][cH:13][c:14]([O:17][CH3:18])[cH:15][cH:16]1. Reactants: O (water), [I-].C[NH+]1C(N(C=C1)C)C (1,2,3-trimethyl-1H-imidazolium iodide), [OH-].[K+] (potassium hydroxide), C1(=CC=CC2=CC=CC=C12)C=O (1-naphthaldehyde). Solvent: CO (methanol). Yields the product [I-].C[NH+]1C(N(C=C1)C)C=CC1=CC=CC2=CC=CC=C12 (1,3-Dimethyl-2-[2-(1-naphthalenyl)ethenyl]-1H-imidazolium iodide). As a reaction SMILES: [I-:1].[CH3:2][NH+:3]1[CH:7]=[CH:6][N:5]([CH3:8])[CH:4]1[CH3:9].[OH-].[K+].[C:12]1([CH:22]=O)[C:21]2[C:16](=[CH:17][CH:18]=[CH:19][CH:20]=2)[CH:15]=[CH:14][CH:13]=1.O>CO>[I-:1].[CH3:2][NH+:3]1[CH:7]=[CH:6][N:5]([CH3:8])[CH:4]1[CH:9]=[CH:22][C:12]1[C:21]2[C:16](=[CH:17][CH:18]=[CH:19][CH:20]=2)[CH:15]=[CH:14][CH:13]=1 |f:0.1,2.3,7.8|. Reported procedure: A mixture of 6.0 g of 1,2,3-trimethyl-1H-imidazolium iodide, 1 g of potassium hydroxide and 6 ml of 1-naphthaldehyde in 25 ml of methanol is refluxed for 15 minutes during which time a precipitate is formed. The reaction mixture is cooled and 5 ml of water is added. The solid is filtered off, dried, and crystallized from absolute ethanol to yield 3.7 g of the title compound, melting point 251°-253° C. RXN SMILES: [P:1]([O-:5])([O-:4])([O-:3])=[O:2].[OH-].[Na+:7].[C:8](=[O:11])([O-:10])[O-:9].[Na+].[Na+].[C:14](=[O:17])([OH:16])[O-:15].[Na+]>>[OH-:2].[C:8](=[O:9])([O-:11])[O-:10].[P:1]([O-:5])([O-:4])([O-:3])=[O:2].[Na+:7].[Na+:7].[Na+:7].[OH-:15].[Na+:7].[P:1]([O-:5])([O-:4])([O-:3])=[O:2].[Na+:7].[Na+:7].[Na+:7].[C:14](=[O:15])([O-:17])[O-:16].[Na+:7].[Na+:7] |f:1.2,3.4.5,6.7,10.11.12.13.14.15,16.17.18.19.20.21.22|. Reactants: P(=O)([O-])([O-])[O-] (phosphate), C([O-])(O)=O.[Na+] (sodium bicarbonate), [OH-].[Na+] (sodium hydroxide), C([O-])([O-])=O.[Na+].[Na+] (sodium carbonate). The product is [OH-] (hydroxide), C([O-])([O-])=O (carbonate), P(=O)([O-])([O-])[O-].[Na+].[Na+].[Na+].[OH-].[Na+] (sodium phosphate sodium hydroxide), P(=O)([O-])([O-])[O-].[Na+].[Na+].[Na+].C([O-])([O-])=O.[Na+].[Na+] (sodium phosphate sodium carbonate). Procedure details: reacting the recovered phosphate precipitate with a stoiciometric excess of an aqueous alkaline solution of sodium hydroxide, sodium carbonate or sodium bicarbonate to form a corresponding rare earth hydroxide or carbonate precipitate in a corresponding sodium phosphate-sodium hydroxide or sodium phosphate-sodium carbonate solution, The reactants are N1CCCCC1 (piperidine), CS(=O)(=O)OCCOC1=CC=C(C=C1)C#CC1=NC=C(C=C1)C1=CC=C(C=C1)Cl (2-{4-[5-(4-chloro-phenyl)-pyridin-2-ylethynyl]-phenoxy}-ethyl methanesulphonate). The solvent is CN(C)C=O (DMF). Reaction conditions: time 18 hour. Product: ClC1=CC=C(C=C1)C=1C=CC(=NC1)C#CC1=CC=C(C=C1)OCCN1CCCCC1 (5-(4-chloro-phenyl)-2-[4-(2-piperidin-1-yl-ethoxy)-phenylethynyl]-pyridine). As a reaction SMILES: [NH:1]1[CH2:6][CH2:5][CH2:4][CH2:3][CH2:2]1.CS(O[CH2:12][CH2:13][O:14][C:15]1[CH:20]=[CH:19][C:18]([C:21]#[C:22][C:23]2[CH:28]=[CH:27][C:26]([C:29]3[CH:34]=[CH:33][C:32]([Cl:35])=[CH:31][CH:30]=3)=[CH:25][N:24]=2)=[CH:17][CH:16]=1)(=O)=O>CN(C=O)C>[Cl:35][C:32]1[CH:33]=[CH:34][C:29]([C:26]2[CH:27]=[CH:28][C:23]([C:22]#[C:21][C:18]3[CH:19]=[CH:20][C:15]([O:14][CH2:13][CH2:12][N:1]4[CH2:6][CH2:5][CH2:4][CH2:3][CH2:2]4)=[CH:16][CH:17]=3)=[N:24][CH:25]=2)=[CH:30][CH:31]=1. Reported procedure: 99 μL (1.0 mmol) piperidine are added to a solution of 85.6 mg (0.2 mmol) of 2-{4-[5-(4-chloro-phenyl)-pyridin-2-ylethynyl]-phenoxy}-ethyl methanesulphonate in 2 mL DMF and the reaction mixture is stirred for 18 h at RT. The solvent is distilled off i.vac., the residue is stirred with 5 mL water and 40 mL DCM, the organic phase is separated off and dried with Na2SO4. After the desiccant and solvent have been eliminated the residue is triturated with 20 mL diethyl ether and suction filtered. RXN SMILES: [C:33](=[O:34])([O-:35])[O-:36].[C:8](#[N:9])[c:10]1[c:11]([C:12](=[O:13])[N:14]2[CH2:15][CH2:16][NH:17][CH2:18][CH2:19]2)[cH:20][cH:21][cH:22][cH:23]1.[Cl:24][c:25]1[n:26][cH:27][cH:28][c:29]([O:31][CH3:32])[n:30]1.[F:1][C:2]([F:3])([F:4])[C:5]([OH:6])=[O:7].[K+:37].[K+:38].[O:40]=[CH:41][N:42]([CH3:43])[CH3:44].[OH2:39]>>[C:8](#[N:9])[c:10]1[c:11]([C:12](=[O:13])[N:14]2[CH2:15][CH2:16][N:17]([c:25]3[n:26][cH:27][cH:28][c:29]([O:31][CH3:32])[n:30]3)[CH2:18][CH2:19]2)[cH:20][cH:21][cH:22][cH:23]1. Reactants: O=C([O-])[O-], N#Cc1ccccc1C(=O)N1CCNCC1, COc1ccnc(Cl)n1, O=C(O)C(F)(F)F, [K+], [K+], CN(C)C=O, O. Yields the product COc1ccnc(N2CCN(C(=O)c3ccccc3C#N)CC2)n1.